describe an organic reaction: reactants, conditions, products, and yield From a dataset of the Open Reaction Database (ORD), a public repository of structured organic reaction records. The reactants are ClC1=CC=C(COC(=O)C=2C(C(=C(NC2C)C)C(=O)OC(C)C)C2=CC(=CC=C2)[N+](=O)[O-])C=C1 (2,6-dimethyl-3-isopropoxycarbonyl-4-(3'-nitrophenyl)-1,4-dihydropyridine-5-carboxylic acid 4-chlorobenzyl ester), C(C)O (ethanol). Solvent: C(C)(C)O (isopropanol). Product: 3'-nitrobenzylideneacetoacetic acid isopropyl ester, ClC1=CC=C(COC(\C=C(\C)/N)=O)C=C1 (β-aminocrotonic acid 4-chlorobenzyl ester). Yield: 78.0%. As a reaction SMILES: [Cl:1][C:2]1[CH:34]=[CH:33][C:5]([CH2:6][O:7][C:8]([C:10]2C(C3C=CC=C([N+]([O-])=O)C=3)C(C(OC(C)C)=O)=C(C)[NH:14][C:15]=2[CH3:16])=[O:9])=[CH:4][CH:3]=1.C(O)C>C(O)(C)C>[Cl:1][C:2]1[CH:34]=[CH:33][C:5]([CH2:6][O:7][C:8](=[O:9])/[CH:10]=[C:15](\[NH2:14])/[CH3:16])=[CH:4][CH:3]=1. Procedure details: Analogously to Example 1 heating a solution of 75 mmols of 3'-nitrobenzylideneacetoacetic acid isopropyl ester and 75 mmols of β-aminocrotonic acid 4-chlorobenzyl ester in 120 ml of isopropanol gave 2,6-dimethyl-3-isopropoxycarbonyl-4-(3'-nitrophenyl)-1,4-dihydropyridine-5-carboxylic acid 4-chlorobenzyl ester of melting point 137° C (from ethanol). The reactants are C1CCOC1, CC#CCC(C)C(C=CC1C(O[Si](C)(C)C(C)(C)C)CC(=O)C1c1cccc(CCCC(=O)OC)c1OCOC)O[Si](C)(C)C(C)(C)C, OO. Product: CC#CCC(C)C(C=CC1C(O[Si](C)(C)C(C)(C)C)CC(O)C1c1cccc(CCCC(=O)OC)c1OCOC)O[Si](C)(C)C(C)(C)C. Reaction SMILES: [CH2:51]1[O:52][CH2:53][CH2:54][CH2:55]1.[CH3:1][O:2][C:3]([CH2:4][CH2:5][CH2:6][c:7]1[c:8]([O:44][CH2:45][O:46][CH3:47])[c:9]([CH:13]2[CH:14]([CH:27]=[CH:28][CH:29]([CH:30]([CH2:31][C:32]#[C:33][CH3:34])[CH3:35])[O:36][Si:37]([CH3:38])([CH3:39])[C:40]([CH3:41])([CH3:42])[CH3:43])[CH:15]([O:19][Si:20]([CH3:21])([CH3:22])[C:23]([CH3:24])([CH3:25])[CH3:26])[CH2:16][C:17]2=[O:18])[cH:10][cH:11][cH:12]1)=[O:48].[OH:49][OH:50]>>[CH3:1][O:2][C:3]([CH2:4][CH2:5][CH2:6][c:7]1[c:8]([O:44][CH2:45][O:46][CH3:47])[c:9]([CH:13]2[CH:14]([CH:27]=[CH:28][CH:29]([CH:30]([CH2:31][C:32]#[C:33][CH3:34])[CH3:35])[O:36][Si:37]([CH3:38])([CH3:39])[C:40]([CH3:41])([CH3:42])[CH3:43])[CH:15]([O:19][Si:20]([CH3:21])([CH3:22])[C:23]([CH3:24])([CH3:25])[CH3:26])[CH2:16][CH:17]2[OH:18])[cH:10][cH:11][cH:12]1)=[O:48]. Starting materials: [Al+3], C1CCOC1, [H-], [H-], [H-], [H-], [Li+], CC(C)(C)OC(=O)N1CCC(C(N)c2ccccc2)CC1. Product: CN1CCC(C(N)c2ccccc2)CC1. RXN SMILES: [Al+3:23].[CH2:28]1[O:29][CH2:30][CH2:31][CH2:32]1.[H-:22].[H-:25].[H-:26].[H-:27].[Li+:24].[NH2:1][CH:2]([CH:3]1[CH2:4][CH2:5][N:6]([C:9]([O:10][C:11]([CH3:12])([CH3:13])[CH3:14])=[O:15])[CH2:7][CH2:8]1)[c:16]1[cH:17][cH:18][cH:19][cH:20][cH:21]1>>[NH2:1][CH:2]([CH:3]1[CH2:4][CH2:5][N:6]([CH3:9])[CH2:7][CH2:8]1)[c:16]1[cH:17][cH:18][cH:19][cH:20][cH:21]1. The reactants are C(C1=CC=CC=C1)OC(=O)N1N(C(=CC=C1)C(=O)OC(C)(C)C)C(C(CNC(=O)OCC1=CC=CC=C1)N1C(C=2C(C1=O)=CC=CC2)=O)=O (t-Butyl 1-benzyloxycarbonyl-2-(3-benzyloxycarbonylamino-2-phthalimidopropionyl)pyridazine-3-carboxylate), C=O (formaldehyde). Reagents/catalysts: [Pd] (palladium on carbon). Run in CO (methanol). Conditions: time 24 hour. The product is O=C1[C@H](CCN2N1[C@H](NCCC2)C(=O)OC(C)(C)C)N2C(C=1C(C2=O)=CC=CC1)=O ((1S, 9S) t-Butyl 1,2,3,4,7,8,9,10-octahydro-10-oxo-9-phthalimido-6H-pyridazino[1,2-a][1,2,4]triazepine-1-carboxylate). The yield is 94.6%. Reaction SMILES: C(O[C:9]([N:11]1C=CC=[C:13]([C:17]([O:19][C:20]([CH3:23])([CH3:22])[CH3:21])=[O:18])[N:12]1[C:24](=[O:49])[CH:25]([N:38]1[C:42](=[O:43])[C:41]2=[CH:44][CH:45]=[CH:46][CH:47]=[C:40]2[C:39]1=[O:48])[CH2:26]NC(OCC1C=CC=CC=1)=O)=O)C1C=CC=CC=1.C=O>CO.[Pd]>[O:49]=[C:24]1[N:12]2[C@@H:13]([C:17]([O:19][C:20]([CH3:22])([CH3:23])[CH3:21])=[O:18])[NH:12][CH2:24][CH2:25][CH2:26][N:11]2[CH2:9][CH2:26][C@@H:25]1[N:38]1[C:42](=[O:43])[C:41]2=[CH:44][CH:45]=[CH:46][CH:47]=[C:40]2[C:39]1=[O:48]. Procedure details: A solution of ester 267 (50 mg, 0.074 mmol) in methanol (15 ml) was treated with 10% palladium on carbon (50 mg) and hydrogenated at room temperature and atmospheric pressure for 24 h. The mixture was evacuated thoroughly to remove hydrogen then treated with 37% aqueous formaldehyde (18 mg, 0.22 mmol) and stirred under nitrogen for 2 h. The mixture was filtered, evaporated to dryness and the product purified by flash chromatography (4-100% ethyl acetate/dichloromethane) to afford 268 14.5 mg (48... Starting materials: CN1CCOCC1 (N-methylmorpholine), C(C)NC(=O)NC=1SC2=C(N1)C=CC(=C2)[N+](=O)[O-] (N-Ethyl-N′-(6-nitro-1,3-benzothiazol-2-yl)urea), aqueous solution, C=O (formaldehyde), solution, CN (MeNH2). Run in CCO.O (EtOH H2O), CO (MeOH). Reaction conditions: temperature 80 celsius, time 16 hour. Yields the product C(C)N1C(N(CN(C1)C)C=1SC2=C(N1)C=CC(=C2)[N+](=O)[O-])=O (1-Ethyl-5-methyl-3-(6-nitro-1,3-benzothiazol-2-yl)-1,3,5-triazinan-2-one). RXN SMILES: [CH2:1]([NH:3][C:4]([NH:6][C:7]1[S:8][C:9]2[CH:15]=[C:14]([N+:16]([O-:18])=[O:17])[CH:13]=[CH:12][C:10]=2[N:11]=1)=[O:5])[CH3:2].C=O.CN.[CH3:23][N:24]1[CH2:29]COC[CH2:25]1>CO.CCO.O>[CH2:1]([N:3]1[CH2:25][N:24]([CH3:29])[CH2:23][N:6]([C:7]2[S:8][C:9]3[CH:15]=[C:14]([N+:16]([O-:18])=[O:17])[CH:13]=[CH:12][C:10]=3[N:11]=2)[C:4]1=[O:5])[CH3:2] |f:5.6|. Procedure: N-Ethyl-N′-(6-nitro-1,3-benzothiazol-2-yl)urea (2.8 g) was suspended in about 100 mL 1:1 EtOH/H2O at room temperature. About 8 mL of a 37% aqueous solution of formaldehyde is added followed by addition of about 15 mL of a 2M solution of MeNH2 in MeOH, then about 2.2 mL of N-methylmorpholine. The solution was warmed to about 80° C. then allowed to stir for about 16 hours. The slurry was then cooled to room temperature, filtered and washed well with water. After drying in vacuo, about 3.2 grams wa... Starting materials: CO, CC(=O)[O-], C[O-], [Cl-], [Cl-], [Cl-], Cl, O=C1CCC([N+](=O)[O-])C(c2cccs2)N1, [NH4+], [Na+], [Ti+3], [Ti]. Product: O=C1CCC(=O)C(c2cccs2)N1. RXN SMILES: [CH3:25][OH:26].[CH3:2][C:3]([O-:4])=[O:5].[CH3:6][O-:7].[Cl-:27].[Cl-:28].[Cl-:29].[ClH:24].[N+:9]([O-:10])(=[O:11])[CH:12]1[CH2:13][CH2:14][C:15](=[O:23])[NH:16][CH:17]1[c:18]1[s:19][cH:20][cH:21][cH:22]1.[NH4+:1].[Na+:8].[Ti+3:30].[Ti:31]>>[O:4]=[C:12]1[CH2:13][CH2:14][C:15](=[O:23])[NH:16][CH:17]1[c:18]1[s:19][cH:20][cH:21][cH:22]1. The reactants are CC(C)(C)OC(=O)Nc1ccc(C(F)F)nc1, O=C([O-])O, ClCCl, [Na+], O=C(O)C(F)(F)F. The product is Nc1ccc(C(F)F)nc1. Reaction SMILES: [C:1]([O:2][C:3](=[O:4])[NH:7][c:8]1[cH:9][n:10][c:11]([CH:14]([F:15])[F:16])[cH:12][cH:13]1)([CH3:5])([CH3:6])[CH3:17].[C:25](=[O:26])([O-:27])[OH:28].[Cl:30][CH2:31][Cl:32].[Na+:29].[OH:18][C:19]([C:20]([F:21])([F:22])[F:23])=[O:24]>>[NH2:7][c:8]1[cH:9][n:10][c:11]([CH:14]([F:15])[F:16])[cH:12][cH:13]1. Starting materials: O=B[O-], CC1(C)CC(C=O)c2ccccc2O1, CO, CC(N)CCc1cccc([N+](=O)[O-])c1, [Na+]. Product: CC(CCc1cccc([N+](=O)[O-])c1)NCC1CC(C)(C)Oc2ccccc21. Reaction SMILES: [B:29]([O-:30])=[O:31].[CH3:15][C:16]1([CH3:28])[O:17][c:18]2[cH:19][cH:20][cH:21][cH:22][c:23]2[CH:24]([CH:26]=[O:27])[CH2:25]1.[CH3:33][OH:34].[NH2:1][CH:2]([CH3:3])[CH2:4][CH2:5][c:6]1[cH:7][c:8]([N+:12](=[O:13])[O-:14])[cH:9][cH:10][cH:11]1.[Na+:32]>>[NH:1]([CH:2]([CH3:3])[CH2:4][CH2:5][c:6]1[cH:7][c:8]([N+:12](=[O:13])[O-:14])[cH:9][cH:10][cH:11]1)[CH2:26][CH:24]1[c:23]2[c:18]([cH:19][cH:20][cH:21][cH:22]2)[O:17][C:16]([CH3:15])([CH3:28])[CH2:25]1. The reactants are [Na] (sodium), C(CC(=O)OC)(=O)OC (dimethyl malonate), ClC1=C(OC2=CC=C(OC(C=CC(=O)Cl)C)C=C2)C=CC(=C1)Cl (4-[4'-(2",4"-dichloro-phenoxy)-phenoxy]-2-pentenoyl chloride). Solvent: CCOCC (ether), CCOCC (ether). Reaction conditions: time 2 hour. Product: dimethyl sodium malonate, COC(C(C(=O)OC)C(C=CC(C)OC1=CC=C(C=C1)OC1=C(C=C(C=C1)Cl)Cl)=O)=O (dimethyl-4-[4'-(2",4"-dichloro-phenoxy)-phenoxy]-2-pentenoyl-malonate). The yield is 79.5%. RXN SMILES: [Na].[C:2]([O:9][CH3:10])(=[O:8])[CH2:3][C:4]([O:6][CH3:7])=[O:5].[Cl:11][C:12]1[CH:32]=[C:31]([Cl:33])[CH:30]=[CH:29][C:13]=1[O:14][C:15]1[CH:28]=[CH:27][C:18]([O:19][CH:20]([CH3:26])[CH:21]=[CH:22][C:23](Cl)=[O:24])=[CH:17][CH:16]=1>CCOCC>[CH3:7][O:6][C:4](=[O:5])[CH:3]([C:23](=[O:24])[CH:22]=[CH:21][CH:20]([O:19][C:18]1[CH:17]=[CH:16][C:15]([O:14][C:13]2[CH:29]=[CH:30][C:31]([Cl:33])=[CH:32][C:12]=2[Cl:11])=[CH:28][CH:27]=1)[CH3:26])[C:2]([O:9][CH3:10])=[O:8] |^1:0|. Reported procedure: From 4.6 g of sodium, 26 g of dimethyl malonate and 60 ml of ether a dimethyl sodium malonate solution is prepared which is added dropwise under stirring to a mixture of 37 g of 4-[4'-(2",4"-dichloro-phenoxy)-phenoxy]-2-pentenoyl chloride and 50 ml of ether. The reaction mixture is heated to boiling for 2 hours and worked up as described in Example 1. Thus 37 g of the faint yellow crystalline desired compound are obtained, yield 79%, mp.: 60°-63° C. Starting materials: ClCCl, CNC(=O)c1cc(F)c(-c2nc3cc(C)ccc3n2CC2CN(C(=O)OC(C)(C)C)CCO2)c(F)c1, O=C(O)C(F)(F)F. Product: CNC(=O)c1cc(F)c(-c2nc3cc(C)ccc3n2CC2CNCCO2)c(F)c1, O=C(O)C(F)(F)F. Reaction SMILES: [Cl:44][CH2:45][Cl:46].[F:1][c:2]1[c:3](-[c:13]2[n:14][c:15]3[c:16]([n:17]2[CH2:18][CH:19]2[O:20][CH2:21][CH2:22][N:23]([C:25]([O:26][C:27]([CH3:28])([CH3:29])[CH3:30])=[O:31])[CH2:24]2)[cH:32][cH:33][c:34]([CH3:36])[cH:35]3)[c:4]([F:12])[cH:5][c:6]([C:8]([NH:9][CH3:10])=[O:11])[cH:7]1.[F:37][C:38]([C:39](=[O:40])[OH:41])([F:42])[F:43]>>[F:1][c:2]1[c:3](-[c:13]2[n:14][c:15]3[c:16]([n:17]2[CH2:18][CH:19]2[O:20][CH2:21][CH2:22][NH:23][CH2:24]2)[cH:32][cH:33][c:34]([CH3:36])[cH:35]3)[c:4]([F:12])[cH:5][c:6]([C:8]([NH:9][CH3:10])=[O:11])[cH:7]1.[F:37][C:38]([C:39](=[O:40])[OH:41])([F:42])[F:43].